From a dataset of the Open Reaction Database (ORD), a public repository of structured organic reaction records. describe an organic reaction: reactants, conditions, products, and yield Reagents/catalysts: [OH-].[OH-].[Pd+2] (Pd(OH)2/C). Run at time 8 hour. The product is C(C1=CC=CC=C1)C1C(CCC2=CC=C(C=C12)OC)CC(=O)O ((1-benzyl-7-methoxy-1,2,3,4-tetrahydro-naphthalen-2-yl)-acetic acid). The reactants are C(C1=CC=CC=C1)OC(CC1=C(C2=CC(=CC=C2CC1)OC)CC1=CC=CC=C1)=O ((1-benzyl-7-methoxy-3,4-dihydro-naphthalen-2-yl)-acetic acid benzyl ester). The yield is 74.3%. The solvent is CCO (EtOH). Reaction SMILES: C([O:8][C:9](=[O:30])[CH2:10][C:11]1[CH2:20][CH2:19][C:18]2[C:13](=[CH:14][C:15]([O:21][CH3:22])=[CH:16][CH:17]=2)[C:12]=1[CH2:23][C:24]1[CH:29]=[CH:28][CH:27]=[CH:26][CH:25]=1)C1C=CC=CC=1>CCO.[OH-].[OH-].[Pd+2]>[CH2:23]([CH:12]1[C:13]2[C:18](=[CH:17][CH:16]=[C:15]([O:21][CH3:22])[CH:14]=2)[CH2:19][CH2:20][CH:11]1[CH2:10][C:9]([OH:30])=[O:8])[C:24]1[CH:29]=[CH:28][CH:27]=[CH:26][CH:25]=1 |f:2.3.4|. Reported procedure: The mixture of (1-benzyl-7-methoxy-3,4-dihydro-naphthalen-2-yl)-acetic acid benzyl ester (102 g, 0.26 mol) and Pd(OH)2/C (30 g) in EtOH (5 L) was stirred under H2 (30 psi) atmosphere overnight, then the solution was filtered to removed the solid and concentrated to give crude product, recrystallized from DCM to give (1-benzyl-7-methoxy-1,2,3,4-tetrahydro-naphthalen-2-yl)-acetic acid (60 g, yield 74%) as white solid. The reactants are CC(C)NC(C)C, CCc1ncnc(Cl)c1Cl, C1CCOC1, O. Product: CC(C)c1ncnc(Cl)c1Cl. Reaction SMILES: [CH:1]([NH:2][CH:3]([CH3:4])[CH3:5])([CH3:6])[CH3:7].[Cl:8][c:9]1[n:10][cH:11][n:12][c:13]([CH2:16][CH3:17])[c:14]1[Cl:15].[O:19]1[CH2:20][CH2:21][CH2:22][CH2:23]1.[OH2:18]>>[CH3:1][CH:16]([c:13]1[n:12][cH:11][n:10][c:9]([Cl:8])[c:14]1[Cl:15])[CH3:17]. Starting materials: C1(CC1)NN (cyclopropylhydrazine), FC(C(CC(C(=O)OCC)=O)=O)(F)F (ethyl 5,5,5-trifluoro-2,4-dioxopentanoate). The product is C1(CC1)N1N=C(C=C1C(F)(F)F)C(=O)OCC (ethyl 1-cyclopropyl-5-(trifluoromethyl)-1H-pyrazole-3-carboxylate). Reaction SMILES: [CH:1]1([NH:4][NH2:5])[CH2:3][CH2:2]1.[F:6][C:7]([F:19])([F:18])[C:8](=O)[CH2:9][C:10](=O)[C:11]([O:13][CH2:14][CH3:15])=[O:12]>>[CH:1]1([N:4]2[C:8]([C:7]([F:6])([F:18])[F:19])=[CH:9][C:10]([C:11]([O:13][CH2:14][CH3:15])=[O:12])=[N:5]2)[CH2:3][CH2:2]1. Procedure: The title compound was prepared in analogy to the procedure described in Step 17.3 using cyclopropylhydrazine (Step 17.2) and ethyl 5,5,5-trifluoro-2,4-dioxopentanoate at 100° C. for 2 hr. The crude product was purified by silica gel column chromatography (Hexane/EtOAc 9:1). tR: 1.10 min (LC-MS 2); ESI-MS: 249 [M+H]+ (LC-MS 2); Rf=0.17 (hexane/EtOAc 9:1). The product is Cl, C(=Cc1ccccc1)CCN1CCC(C(c2ccccc2)c2ccccc2)CC1. RXN SMILES: [ClH:31].[c:1]1([CH:7]([CH:8]2[CH2:9][CH2:10][N:11]([CH2:14][CH2:15][CH2:16][CH:17]([OH:18])[c:19]3[cH:20][cH:21][cH:22][cH:23][cH:24]3)[CH2:12][CH2:13]2)[c:25]2[cH:26][cH:27][cH:28][cH:29][cH:30]2)[cH:2][cH:3][cH:4][cH:5][cH:6]1>>[ClH:31].[c:1]1([CH:7]([CH:8]2[CH2:9][CH2:10][N:11]([CH2:14][CH2:15][CH:16]=[CH:17][c:19]3[cH:20][cH:21][cH:22][cH:23][cH:24]3)[CH2:12][CH2:13]2)[c:25]2[cH:26][cH:27][cH:28][cH:29][cH:30]2)[cH:2][cH:3][cH:4][cH:5][cH:6]1. Starting materials: Cl, OC(CCCN1CCC(C(c2ccccc2)c2ccccc2)CC1)c1ccccc1. The reactants are CCOC(=O)c1cnc2cc(OC)c(OCc3ccccc3)cc2c1Cl, CO, [Na+], C1CCOC1, [OH-]. Product: COc1cc2ncc(C(=O)O)c(Cl)c2cc1OCc1ccccc1. RXN SMILES: [CH2:1]([c:2]1[cH:3][cH:4][cH:5][cH:6][cH:7]1)[O:8][c:9]1[cH:10][c:11]2[c:12]([Cl:26])[c:13]([C:21](=[O:22])[O:23][CH2:24][CH3:25])[cH:14][n:15][c:16]2[cH:17][c:18]1[O:19][CH3:20].[CH3:34][OH:35].[Na+:28].[O:29]1[CH2:30][CH2:31][CH2:32][CH2:33]1.[OH-:27]>>[CH2:1]([c:2]1[cH:3][cH:4][cH:5][cH:6][cH:7]1)[O:8][c:9]1[cH:10][c:11]2[c:12]([Cl:26])[c:13]([C:21](=[O:22])[OH:23])[cH:14][n:15][c:16]2[cH:17][c:18]1[O:19][CH3:20]. Reactants: [BH4-].[Na+] (sodium borohydride), ClC=1C=C(C=CC1F)NC=1C2=C(N=C(N1)Cl)C(=NC(=N2)Cl)Cl ((3-chloro-4-fluorophenyl)-(2,6,8-trichloropyrimido [5,4-d]pyrimidin-4-yl)amine). The solvent is O (water), [OH-].[Na+] (sodium hydroxide), C(C)(=O)OCC (ethyl acetate). Reaction conditions: temperature 10 celsius, time 2 hour. Yields the product ClC=1C=C(C=CC1F)NC=1C2=C(N=C(N1)Cl)CNC(=N2)Cl ((3-chloro-4-fluorophenyl)-(2,6-dichloro-7,8-dihydropyrimido[5,4-d]pyrimidin-4-yl)amine). As a reaction SMILES: [BH4-].[Na+].[Cl:3][C:4]1[CH:5]=[C:6]([NH:11][C:12]2[C:13]3[N:22]=[C:21]([Cl:23])[N:20]=[C:19](Cl)[C:14]=3[N:15]=[C:16]([Cl:18])[N:17]=2)[CH:7]=[CH:8][C:9]=1[F:10]>O.[OH-].[Na+].C(OCC)(=O)C>[Cl:3][C:4]1[CH:5]=[C:6]([NH:11][C:12]2[C:13]3[N:22]=[C:21]([Cl:23])[NH:20][CH2:19][C:14]=3[N:15]=[C:16]([Cl:18])[N:17]=2)[CH:7]=[CH:8][C:9]=1[F:10] |f:0.1,4.5|. Reported procedure: At 2° C. a solution of 191.99 g (5.079 mol) of sodium borohydride in 520 ml of water and 22 ml of 2N sodium hydroxide solution is added dropwise to a suspension of 1100 g (2.902 mol) of (1) in 22 l of ethyl acetate. The mixture is stirred for 2 hours at 10° C. and then heated to 71° C. The suspension is filtered through Celite and cooled to 0° C. The product that crystallises out is filtered off and dried at 40° C. until a constant weight is attained. Starting materials: C(C1=CC=CC=C1)(=O)OOC(C1=CC=CC=C1)=O (benzoyl peroxide), ClC1=NSN=C1C1=C(C=C(C=C1)Cl)C (3-chloro-4-(4-chloro-2-methylphenyl)-1,2,5-thiadiazole), C1CC(=O)N(C1=O)Br (NBS), C(C1=CC=CC=C1)(=O)OOC(C1=CC=CC=C1)=O (benzoyl peroxide). Run in C(Cl)(Cl)(Cl)Cl (carbon tetrachloride). Product: BrCC1=C(C=CC(=C1)Cl)C1=NSN=C1Cl (3-[2-(Bromomethyl)-4-chlorophenyl]-4-chloro-1,2,5-thiadiazole). RXN SMILES: [Cl:1][C:2]1[C:6]([C:7]2[CH:12]=[CH:11][C:10]([Cl:13])=[CH:9][C:8]=2[CH3:14])=[N:5][S:4][N:3]=1.C1C(=O)N([Br:22])C(=O)C1.C(OOC(=O)C1C=CC=CC=1)(=O)C1C=CC=CC=1>C(Cl)(Cl)(Cl)Cl>[Br:22][CH2:14][C:8]1[CH:9]=[C:10]([Cl:13])[CH:11]=[CH:12][C:7]=1[C:6]1[C:2]([Cl:1])=[N:3][S:4][N:5]=1. Procedure: A mixture of 3-chloro-4-(4-chloro-2-methylphenyl)-1,2,5-thiadiazole (0.211 g, 0.86 mmol), NBS (0.153 g, 0.86 mmol) and benzoyl peroxide (10.4 mg, 0.04 mmol) in carbon tetrachloride (5.0 mL) were refluxed for 1 h. More benzoyl peroxide (10.4 mg, 0.04 mmol) was added and the solution was refluxed for a further 16 h. The resulting suspension was filtered, rinsing with ether. The filtrate was washed with 10% aqueous sodium sulfite, saturated aqueous sodium bicarbonate solution and brine. The ether l...